This data is from the Open Reaction Database (ORD), a public repository of structured organic reaction records. The task is: describe an organic reaction: reactants, conditions, products, and yield Reactants: C(C)(C)OC1=CC=C(OC=2SC(=CN2)C2=CC=C(S2)C(C)O)C=C1 (1-{5-[2-(4-isopropoxyphenoxy)-1,3-thiazol-5-yl]thien-2-yl}ethanol), N(=NC(=O)OCC)C(=O)OCC (diethyl azodicarboxylate), C1(C=2C(C(N1)=O)=CC=CC2)=O (phthalimide), C1(=CC=CC=C1)P(C1=CC=CC=C1)C1=CC=CC=C1 (triphenylphophine). Run in O1CCCC1 (tetrahydrofuran). Run at time 8 hour. Yields the product C(C)(C)OC1=CC=C(OC=2SC(=CN2)C2=CC=C(S2)C(C)N2C(C3=CC=CC=C3C2=O)=O)C=C1 (2-(1-{5-[2-(4-isopropoxyphenoxy)-1,3-thiazol-5-yl]thien-2-yl}ethyl)-1H-isoindole-1,3(2H)-dione). Yield: 49.2%. As a reaction SMILES: [CH:1]([O:4][C:5]1[CH:24]=[CH:23][C:8]([O:9][C:10]2[S:11][C:12]([C:15]3[S:19][C:18]([CH:20](O)[CH3:21])=[CH:17][CH:16]=3)=[CH:13][N:14]=2)=[CH:7][CH:6]=1)([CH3:3])[CH3:2].[C:25]1(=[O:35])[NH:29][C:28](=[O:30])[C:27]2=[CH:31][CH:32]=[CH:33][CH:34]=[C:26]12.C1(P(C2C=CC=CC=2)C2C=CC=CC=2)C=CC=CC=1.N(C(OCC)=O)=NC(OCC)=O>O1CCCC1>[CH:1]([O:4][C:5]1[CH:24]=[CH:23][C:8]([O:9][C:10]2[S:11][C:12]([C:15]3[S:19][C:18]([CH:20]([N:29]4[C:25](=[O:35])[C:26]5[C:27](=[CH:31][CH:32]=[CH:33][CH:34]=5)[C:28]4=[O:30])[CH3:21])=[CH:17][CH:16]=3)=[CH:13][N:14]=2)=[CH:7][CH:6]=1)([CH3:3])[CH3:2]. Procedure: To a solution of Example 3B (314 mg, 0.87 mmol), phthalimide (140 mg, 0.95 mmol) and triphenylphophine (341 mg, 1.3 mmol) in tetrahydrofuran (25 mL), at room temperature was slowly added diethyl azodicarboxylate (205 uL, 1.3 mmol). The reaction mixture was stirred at room temperature, overnight. The solvent was removed under vacuum and the product was purified on a silica-gel column using a gradient of 10-15% ethyl acetate in hexane and yielded the product as white powder (210 mg). 1H NMR (300 M...